Dataset: the Open Reaction Database (ORD), a public repository of structured organic reaction records. Task: describe an organic reaction: reactants, conditions, products, and yield Reactants: CCS(=O)(=O)Cl, CC1(C)CC(c2cccc(N)c2)Nc2ccc(C(F)(F)F)cc21, ClCCl, c1ccncc1. The product is CCS(=O)(=O)Nc1cccc(C2CC(C)(C)c3cc(C(F)(F)F)ccc3N2)c1. RXN SMILES: [CH2:30]([CH3:31])[S:32](=[O:33])(=[O:34])[Cl:35].[CH3:1][C:2]1([CH3:23])[CH2:3][CH:4]([c:16]2[cH:17][c:18]([NH2:22])[cH:19][cH:20][cH:21]2)[NH:5][c:6]2[cH:7][cH:8][c:9]([C:12]([F:13])([F:14])[F:15])[cH:10][c:11]21.[Cl:36][CH2:37][Cl:38].[cH:24]1[cH:25][cH:26][n:27][cH:28][cH:29]1>>[CH3:1][C:2]1([CH3:23])[CH2:3][CH:4]([c:16]2[cH:17][c:18]([NH:22][S:32]([CH2:30][CH3:31])(=[O:33])=[O:34])[cH:19][cH:20][cH:21]2)[NH:5][c:6]2[cH:7][cH:8][c:9]([C:12]([F:13])([F:14])[F:15])[cH:10][c:11]21. Starting materials: O[C@H]([C@H](C)O)C=1C=C(C(=NC1)N1CCN(CC1)C(=O)OC(C)(C)C)F (Tert-butyl 4-(5-((1S,2S)-1,2-dihydroxypropyl)-3-fluoropyridin-2-yl)piperazine-1-carboxylate), Cl (HCl), O1CCOCC1 (dioxane), C(C)OCC (diethyl ether). Run in C(Cl)Cl (DCM). Run at temperature 25 celsius, time 16 hour. The product is FC=1C=C(C=NC1N1CCNCC1)[C@@H]([C@H](C)O)O ((1S,2S)-1-(5-fluoro-6-(piperazin-1-yl)pyridin-3-yl)propane-1,2-diol). Isolated yield 91.0%. As a reaction SMILES: [OH:1][C@@H:2]([C:6]1[CH:7]=[C:8]([F:25])[C:9]([N:12]2[CH2:17][CH2:16][N:15](C(OC(C)(C)C)=O)[CH2:14][CH2:13]2)=[N:10][CH:11]=1)[C@@H:3]([OH:5])[CH3:4].Cl.O1CCOCC1.C(OCC)C>C(Cl)Cl>[F:25][C:8]1[CH:7]=[C:6]([C@H:2]([OH:1])[C@@H:3]([OH:5])[CH3:4])[CH:11]=[N:10][C:9]=1[N:12]1[CH2:13][CH2:14][NH:15][CH2:16][CH2:17]1. Procedure: To a solution of 106 (3.0 g, 8.65 mmol) in DCM (25 mL) was added 4N HCl in dioxane (2.51 mL, 43.2 mmol). The resulting reaction mixture was stirred at a temperature of about 25° C. in a closed vessel for 16 h; a suspension formed. The suspension was stirred with diethyl ether; a solid precipitated. The precipitate was collected by filtration and washed several times with ether to provide 107 (91% yield) as a tan solid which, being >99% pure as analyzed by LC/MS, was used directly in the next ste... Reactants: CC(C)OC(C)C, Cc1c(SCCCCl)ccnc1CSc1ccncc1, ClCCl, [Na+], [OH-], Sc1nc2ccccc2[nH]1. Product: Cc1c(SCCCSc2nc3ccccc3[nH]2)ccnc1CSc1ccncc1. As a reaction SMILES: [CH:33]([O:34][CH:35]([CH3:36])[CH3:37])([CH3:38])[CH3:39].[Cl:1][CH2:2][CH2:3][CH2:4][S:5][c:6]1[c:7]([CH3:20])[c:8]([CH2:12][S:13][c:14]2[cH:15][cH:16][n:17][cH:18][cH:19]2)[n:9][cH:10][cH:11]1.[Cl:40][CH2:41][Cl:42].[Na+:32].[OH-:31].[SH:21][c:22]1[nH:23][c:24]2[c:25]([n:26]1)[cH:27][cH:28][cH:29][cH:30]2>>[CH2:2]([CH2:3][CH2:4][S:5][c:6]1[c:7]([CH3:20])[c:8]([CH2:12][S:13][c:14]2[cH:15][cH:16][n:17][cH:18][cH:19]2)[n:9][cH:10][cH:11]1)[S:21][c:22]1[n:23][c:24]2[c:25]([nH:26]1)[cH:27][cH:28][cH:29][cH:30]2. Product: C=Cc1ccc(Cl)nn1. Reaction SMILES: [C:14](=[O:15])([O-:16])[O-:17].[CH2:20]1[O:21][CH2:22][CH2:23][O:24][CH2:25]1.[CH:9](=[CH2:10])[B:11]([OH:12])[OH:13].[Cl:1][c:2]1[n:3][n:4][c:5]([Cl:8])[cH:6][cH:7]1.[K+:18].[K+:19].[OH2:26]>>[Cl:1][c:2]1[n:3][n:4][c:5]([CH:9]=[CH2:10])[cH:6][cH:7]1. Reactants: O=C([O-])[O-], C1COCCO1, C=CB(O)O, Clc1ccc(Cl)nn1, [K+], [K+], O. As a reaction SMILES: [CH2:1]([O:2][C:3](=[O:4])[NH:10][c:11]1[cH:12][cH:13][cH:14][c:15]2[c:16]([C:20]3([CH2:30][CH3:31])[CH2:21][CH2:22][c:23]4[cH:24][c:25]([F:29])[cH:26][cH:27][c:28]43)[cH:17][nH:18][c:19]12)[c:5]1[cH:6][cH:7][cH:8][cH:9][cH:32]1.[CH3:33][CH2:34][OH:35].[OH-:36].[OH-:38].[Pd+2:37]>>[NH2:10][c:11]1[cH:12][cH:13][cH:14][c:15]2[c:16]([C:20]3([CH2:30][CH3:31])[CH2:21][CH2:22][c:23]4[cH:24][c:25]([F:29])[cH:26][cH:27][c:28]43)[cH:17][nH:18][c:19]12. Starting materials: CCC1(c2c[nH]c3c(NC(=O)OCc4ccccc4)cccc23)CCc2cc(F)ccc21, CCO, [OH-], [OH-], [Pd+2]. The product is CCC1(c2c[nH]c3c(N)cccc23)CCc2cc(F)ccc21.